From a dataset of the Open Reaction Database (ORD), a public repository of structured organic reaction records. describe an organic reaction: reactants, conditions, products, and yield Starting materials: O=C(Cl)OCc1ccccc1, Cl, Cl, CC(N)c1ccc(C(=O)O)cc1[N+](=O)[O-], [Na+], [OH-]. Yields the product CC(NC(=O)OCc1ccccc1)c1ccc(C(=O)O)cc1[N+](=O)[O-]. Reaction SMILES: [CH2:1]([c:2]1[cH:3][cH:4][cH:5][cH:6][cH:7]1)[O:8][C:9](=[O:10])[Cl:11].[ClH:14].[ClH:15].[NH2:16][CH:17]([CH3:18])[c:19]1[c:20]([N+:28](=[O:29])[O-:30])[cH:21][c:22]([C:23](=[O:24])[OH:25])[cH:26][cH:27]1.[Na+:13].[OH-:12]>>[CH2:1]([c:2]1[cH:3][cH:4][cH:5][cH:6][cH:7]1)[O:8][C:9](=[O:10])[NH:16][CH:17]([CH3:18])[c:19]1[c:20]([N+:28](=[O:29])[O-:30])[cH:21][c:22]([C:23](=[O:24])[OH:25])[cH:26][cH:27]1. Reactants: CCCCCn1c2nc(Br)[nH]c2c(=O)n2c(C)nnc12, O=C([O-])[O-], COc1ccc(CBr)cc1, [K+], [K+], CN(C)C=O. Yields the product CCCCCn1c2nc(Br)n(Cc3ccc(OC)cc3)c2c(=O)n2c(C)nnc12. Reaction SMILES: [Br:1][c:2]1[n:3][c:4]2[n:5]([CH2:16][CH2:17][CH2:18][CH2:19][CH3:20])[c:6]3[n:7]([c:8](=[O:11])[c:9]2[nH:10]1)[c:12]([CH3:15])[n:13][n:14]3.[C:31](=[O:32])([O-:33])[O-:34].[CH3:21][O:22][c:23]1[cH:24][cH:25][c:26]([CH2:29][Br:30])[cH:27][cH:28]1.[K+:35].[K+:36].[O:37]=[CH:38][N:39]([CH3:40])[CH3:41]>>[Br:1][c:2]1[n:3][c:4]2[n:5]([CH2:16][CH2:17][CH2:18][CH2:19][CH3:20])[c:6]3[n:7]([c:8](=[O:11])[c:9]2[n:10]1[CH2:29][c:26]1[cH:25][cH:24][c:23]([O:22][CH3:21])[cH:28][cH:27]1)[c:12]([CH3:15])[n:13][n:14]3. Reactants: CCO, OC1CCCNC1, N#CNc1ccccc1-c1ccccc1. Product: N=C(Nc1ccccc1-c1ccccc1)N1CCCC(O)C1. Reaction SMILES: [CH3:23][CH2:24][OH:25].[OH:16][CH:17]1[CH2:18][NH:19][CH2:20][CH2:21][CH2:22]1.[c:1]1(-[c:10]2[cH:11][cH:12][cH:13][cH:14][cH:15]2)[c:2]([NH:7][C:8]#[N:9])[cH:3][cH:4][cH:5][cH:6]1>>[c:1]1(-[c:10]2[cH:11][cH:12][cH:13][cH:14][cH:15]2)[c:2]([NH:7][C:8](=[NH:9])[N:19]2[CH2:18][CH:17]([OH:16])[CH2:22][CH2:21][CH2:20]2)[cH:3][cH:4][cH:5][cH:6]1. The reactants are CC1CN(Cc2ccccc2)CCC1=O, Clc1cc(Br)c2occc2c1. Product: CC1CN(Cc2ccccc2)CCC1(O)c1cc(Cl)cc2ccoc12. Reaction SMILES: [CH2:12]([c:13]1[cH:14][cH:15][cH:16][cH:17][cH:18]1)[N:19]1[CH2:20][CH:21]([CH3:26])[C:22](=[O:25])[CH2:23][CH2:24]1.[Cl:1][c:2]1[cH:3][c:4]([Br:11])[c:5]2[c:6]([cH:7][cH:8][o:9]2)[cH:10]1>>[Cl:1][c:2]1[cH:3][c:4]([C:22]2([OH:25])[CH:21]([CH3:26])[CH2:20][N:19]([CH2:12][c:13]3[cH:14][cH:15][cH:16][cH:17][cH:18]3)[CH2:24][CH2:23]2)[c:5]2[c:6]([cH:7][cH:8][o:9]2)[cH:10]1.